This data is from the Open Reaction Database (ORD), a public repository of structured organic reaction records. The task is: describe an organic reaction: reactants, conditions, products, and yield The reactants are CCCCCC(C)=CCCC(=O)CBr, ClCCl, O=C(OO)c1cccc(Cl)c1. Yields the product CCCCCC1(C)OC1CCC(=O)CBr. Reaction SMILES: [Br:1][CH2:2][C:3]([CH2:4][CH2:5][CH:6]=[C:7]([CH2:8][CH2:9][CH2:10][CH2:11][CH3:12])[CH3:13])=[O:14].[CH2:26]([Cl:27])[Cl:28].[Cl:15][c:16]1[cH:17][cH:18][cH:19][c:20]([C:21]([O:22][OH:24])=[O:23])[cH:25]1>>[Br:1][CH2:2][C:3]([CH2:4][CH2:5][CH:6]1[C:7]([CH2:8][CH2:9][CH2:10][CH2:11][CH3:12])([CH3:13])[O:23]1)=[O:14]. The reactants are FC1=CC=C(OC(C(C)=O)C)C=C1 (3-(4-fluorophenoxy)-2-butanone), COC(N(C)C)OC (N,N-dimethylformamide dimethylacetal). Run in CO (methanol). Run at temperature 120 celsius, time 8 hour. Product: FC1=CC=C(OC(C(C=CN(C)C)=O)C)C=C1 (4-(4-fluorophenoxy)-1-(dimethylamino)-1-penten-3-one). As a reaction SMILES: [F:1][C:2]1[CH:13]=[CH:12][C:5]([O:6][CH:7]([CH3:11])[C:8](=[O:10])[CH3:9])=[CH:4][CH:3]=1.CO[CH:16](OC)[N:17]([CH3:19])[CH3:18]>CO>[F:1][C:2]1[CH:13]=[CH:12][C:5]([O:6][CH:7]([CH3:11])[C:8](=[O:10])[CH:9]=[CH:16][N:17]([CH3:19])[CH3:18])=[CH:4][CH:3]=1. Reported procedure: A mixture of 3-(4-fluorophenoxy)-2-butanone (18.72 g) and N,N-dimethylformamide dimethylacetal (12.5 g) was heated under argon in an oil bath at 120° C. for 14 hours. The methanol produced in the reaction was removed under reduced pressure and the residual oil was precipitated with cold hexane and kept at 4° C. overnight to give 4-(4-fluorophenoxy)-1-(dimethylamino)-1-penten-3-one as an orange solid. Yield 19.97 g. Procedure: A suspension of tert-butyl 4-(5-((4-chloro-5-(trifluoromethyl)pyrimidin-2-yl)amino)pyridin-2-yl)piperidine-1-carboxylate (A44) (340 mg, 0.74 mmol), CuI (7 mg, 0.04 mmol), PPh3 (10 mg, 0.04 mmol) and Et3N (207 μL, 1.49 mmol) in DMF (2.5 mL) was sonicated for 5 minutes. PdCl2(PPh3)2 (26 mg, 0.04 mmol) and methyl 2-(2-ethynylphenyl)acetate (K1) (194 mg, 1.11 mmol) in DMF (1 mL) were added and the resulting mixture degassed with nitrogen for 5 minutes before heating under microwave irradiation at 12... Reaction SMILES: Cl[C:2]1[C:7]([C:8]([F:11])([F:10])[F:9])=[CH:6][N:5]=[C:4]([NH:12][C:13]2[CH:14]=[CH:15][C:16]([CH:19]3[CH2:24][CH2:23][N:22]([C:25]([O:27][C:28]([CH3:31])([CH3:30])[CH3:29])=[O:26])[CH2:21][CH2:20]3)=[N:17][CH:18]=2)[N:3]=1.C1C=CC(P(C2C=CC=CC=2)C2C=CC=CC=2)=CC=1.[C:51]([C:53]1[CH:58]=[CH:57][CH:56]=[CH:55][C:54]=1[CH2:59][C:60]([O:62][CH3:63])=[O:61])#[CH:52]>CN(C=O)C.CCN(CC)CC.[Cu]I.Cl[Pd](Cl)([P](C1C=CC=CC=1)(C1C=CC=CC=1)C1C=CC=CC=1)[P](C1C=CC=CC=1)(C1C=CC=CC=1)C1C=CC=CC=1.[Pd]>[CH3:63][O:62][C:60](=[O:61])[CH2:59][C:54]1[CH:55]=[CH:56][CH:57]=[CH:58][C:53]=1[CH2:51][CH2:52][C:2]1[C:7]([C:8]([F:11])([F:10])[F:9])=[CH:6][N:5]=[C:4]([NH:12][C:13]2[CH:14]=[CH:15][C:16]([CH:19]3[CH2:24][CH2:23][N:22]([C:25]([O:27][C:28]([CH3:31])([CH3:30])[CH3:29])=[O:26])[CH2:21][CH2:20]3)=[N:17][CH:18]=2)[N:3]=1 |^1:80,99|. Starting materials: C(#C)C1=C(C=CC=C1)CC(=O)OC (methyl 2-(2-ethynylphenyl)acetate), ClC1=NC(=NC=C1C(F)(F)F)NC=1C=CC(=NC1)C1CCN(CC1)C(=O)OC(C)(C)C (tert-butyl 4-(5-((4-chloro-5-(trifluoromethyl)pyrimidin-2-yl)amino)pyridin-2-yl)piperidine-1-carboxylate), C1=CC=C(C=C1)P(C2=CC=CC=C2)C3=CC=CC=C3 (PPh3). Conditions: temperature 120 celsius, time 44 hour. The yield is 21.0%. Yields the product COC(CC1=C(CCC2=NC(=NC=C2C(F)(F)F)NC=2C=CC(=NC2)C2CCN(CC2)C(=O)OC(C)(C)C)C=CC=C1)=O (tert-Butyl 4-(5-((4-(2-(2-methoxy-2-oxoethyl)phenethyl)-5-(trifluoromethyl)pyrimidin-2-yl)amino)pyridin-2-yl)piperidine-1-carboxylate), oil. Reagents/catalysts: [Pd] (Pd/C), Cl[Pd]([P](C1=CC=CC=C1)(C2=CC=CC=C2)C3=CC=CC=C3)([P](C4=CC=CC=C4)(C5=CC=CC=C5)C6=CC=CC=C6)Cl (PdCl2(PPh3)2), [Pd] (Pd/C), [Cu]I (CuI). Solvent: CCN(CC)CC (Et3N), CN(C)C=O (DMF), CN(C)C=O (DMF), CN(C)C=O (DMF), CCN(CC)CC (Et3N), CN(C)C=O (DMF), CCN(CC)CC (Et3N).